Dataset: the Open Reaction Database (ORD), a public repository of structured organic reaction records. Task: describe an organic reaction: reactants, conditions, products, and yield Starting materials: N1(CCCCC1)C1=CC(=[N+](C(=N1)NC(=O)OC)[O-])NC(=O)OC (dimethyl 6-piperidino-2,4-pyrimidine-dicarbamate-3-oxide), C(Cl)Cl (methylene chloride), [OH-].[Na+] (sodium hydroxide). Run in O (water). Product: N1(CCCCC1)C1=NC=2N(C(=C1)NC(=O)OC)OC(N2)=O (methyl 5-piperidino-2-oxo-2H-[1,2,4]oxadiazolo[2,3-a]pyrimidine-7-carbamate). As a reaction SMILES: [N:1]1([C:7]2[N:12]=[C:11]([NH:13][C:14](OC)=[O:15])[N+:10]([O-:18])=[C:9]([NH:19][C:20]([O:22][CH3:23])=[O:21])[CH:8]=2)[CH2:6][CH2:5][CH2:4][CH2:3][CH2:2]1.C(Cl)Cl.[OH-].[Na+]>O>[N:1]1([C:7]2[CH:8]=[C:9]([NH:19][C:20]([O:22][CH3:23])=[O:21])[N:10]3[O:18][C:14](=[O:15])[N:13]=[C:11]3[N:12]=2)[CH2:6][CH2:5][CH2:4][CH2:3][CH2:2]1 |f:2.3|. Reported procedure: 5 G. of dimethyl 6-piperidino-2,4-pyrimidine-dicarbamate-3-oxide are dissolved in 200 ml. of methylene chloride and mixed with 100 ml. of water. While stirring vigorously, the mixture is adjusted with concentrated sodium hydroxide to pH 12.5 and stirred at this pH for 3 hours. The two phases are separated and the aqueous phase is adjusted to pH 4 with concentrated hydrochloric acid. The resulting white precipitate is filtered off, washed with water, pre-dried slightly and recrystallized from a m... Starting materials: NC=1C=CC(=C(C1)C1=NC=C(C(=O)OC)C=C1)Cl (methyl 6-(5-amino-2-chlorophenyl)nicotinate), [BH4-].[Na+] (Sodium Borohydride), CS(=O)(=O)CC1=CC=C(C(=O)O)C=C1 (4-(methylsulfonylmethyl)benzoic acid), ClC1=C(C=C(C=C1)NC(C1=CC=C(C=C1)CS(=O)(=O)C)=O)C1=NC=C(C(=O)OC)C=C1 (methyl 6-(2-chloro-5-(4-(methylsulfonylmethyl)benzamido)phenyl)nicotinate). Solvent: CCO (EtOH). Yields the product ClC1=C(C=C(C=C1)NC(C1=CC=C(C=C1)CS(=O)(=O)C)=O)C1=NC=C(C=C1)CO (N-(4-chloro-3-(5-(hydroxymethyl)pyridin-2-yl)phenyl)-4-(methylsulfonylmethyl)benzamide). As a reaction SMILES: NC1C=CC(Cl)=C(C2C=CC(C(OC)=O)=CN=2)C=1.CS(CC1C=CC(C(O)=O)=CC=1)(=O)=O.[Cl:33][C:34]1[CH:39]=[CH:38][C:37]([NH:40][C:41](=[O:53])[C:42]2[CH:47]=[CH:46][C:45]([CH2:48][S:49]([CH3:52])(=[O:51])=[O:50])=[CH:44][CH:43]=2)=[CH:36][C:35]=1[C:54]1[CH:63]=[CH:62][C:57]([C:58](OC)=[O:59])=[CH:56][N:55]=1.[BH4-].[Na+]>CCO>[Cl:33][C:34]1[CH:39]=[CH:38][C:37]([NH:40][C:41](=[O:53])[C:42]2[CH:47]=[CH:46][C:45]([CH2:48][S:49]([CH3:52])(=[O:50])=[O:51])=[CH:44][CH:43]=2)=[CH:36][C:35]=1[C:54]1[CH:63]=[CH:62][C:57]([CH2:58][OH:59])=[CH:56][N:55]=1 |f:3.4|. Procedure details: 75 mL of (5-methylpyridin-2-yl)zinc(II) bromide was reacted with 4 g of 1-chloro-2-iodo-4-nitrobenzene via Procedure B. To 935 mg of 2-(2-chloro-5-nitrophenyl)-5-methylpyridine in 5 mL of Sulfuric Acid was slowly added 2.25 g of Chromium (III) Oxide and the reaction was stirred for several hours at room temperature until complete. Icewater was added to dilute the reaction and the aqueous layer was extracted 3 times with Ethyl Acetate. The organic layers were combined, dried over Magnesium Sulfat... The reactants are COC(=O)C1N(C(N(C1)S(=O)(=O)C(C)C)=O)C1=C(C=C(C=C1)F)F ((RS)-3-(2,4-difluoro-phenyl)-2-oxo-1-(propane-2-sulfonyl)-imidazolidine-4-carboxylic acid methyl ester), [OH-].[Li+] (lithium hydroxide). Yields the product FC1=C(C=CC(=C1)F)N1C(N(CC1C(=O)O)S(=O)(=O)C(C)C)=O ((RS)-3-(2,4-difluoro-phenyl)-2-oxo-1-(propane-2-sulfonyl)-imidazolidine-4-carboxylic acid). RXN SMILES: C[O:2][C:3]([CH:5]1[CH2:9][N:8]([S:10]([CH:13]([CH3:15])[CH3:14])(=[O:12])=[O:11])[C:7](=[O:16])[N:6]1[C:17]1[CH:22]=[CH:21][C:20]([F:23])=[CH:19][C:18]=1[F:24])=[O:4].[OH-].[Li+]>>[F:24][C:18]1[CH:19]=[C:20]([F:23])[CH:21]=[CH:22][C:17]=1[N:6]1[CH:5]([C:3]([OH:4])=[O:2])[CH2:9][N:8]([S:10]([CH:13]([CH3:14])[CH3:15])(=[O:12])=[O:11])[C:7]1=[O:16] |f:1.2|. Reported procedure: In analogy to example 1, (RS)-3-(2,4-difluoro-phenyl)-2-oxo-1-(propane-2-sulfonyl)-imidazolidine-4-carboxylic acid methyl ester was hydrolyzed using lithium hydroxide solution to give (RS)-3-(2,4-difluoro-phenyl)-2-oxo-1-(propane-2-sulfonyl)-imidazolidine-4-carboxylic acid.